This data is from the Open Reaction Database (ORD), a public repository of structured organic reaction records. The task is: describe an organic reaction: reactants, conditions, products, and yield Starting materials: CC(C)(C)[Si](C)(C)OC1CCC(N2CCCCC2=O)CC1, CCO. The product is O=C1CCCCN1C1CCC(O)CC1. RXN SMILES: [C:1]([Si:2]([CH3:3])([CH3:4])[O:6][CH:7]1[CH2:8][CH2:9][CH:10]([N:13]2[C:14](=[O:19])[CH2:15][CH2:16][CH2:17][CH2:18]2)[CH2:11][CH2:12]1)([CH3:5])([CH3:20])[CH3:21].[CH3:22][CH2:23][OH:24]>>[OH:6][CH:7]1[CH2:8][CH2:9][CH:10]([N:13]2[C:14](=[O:19])[CH2:15][CH2:16][CH2:17][CH2:18]2)[CH2:11][CH2:12]1.